This data is from the Open Reaction Database (ORD), a public repository of structured organic reaction records. The task is: describe an organic reaction: reactants, conditions, products, and yield Reactants: N#CCc1ccc(-c2nc3cccnc3o2)cc1, CO, O=N[O-], [Na+], O=S(=O)(O)O. Yields the product O=C(O)Cc1ccc(-c2nc3cccnc3o2)cc1. Reaction SMILES: [C:6](#[N:7])[CH2:8][c:9]1[cH:10][cH:11][c:12](-[c:15]2[o:16][c:17]3[n:18][cH:19][cH:20][cH:21][c:22]3[n:23]2)[cH:13][cH:14]1.[CH3:28][OH:29].[N:24](=[O:25])[O-:26].[Na+:27].[S:1](=[O:2])(=[O:3])([OH:4])[OH:5]>>[CH2:8]([c:9]1[cH:10][cH:11][c:12](-[c:15]2[o:16][c:17]3[n:18][cH:19][cH:20][cH:21][c:22]3[n:23]2)[cH:13][cH:14]1)[C:28]([OH:25])=[O:29]. Reactants: CCN(CC)CCCCCCO, CCOC(=O)N=NC(=O)OCC, C1CCOC1, O=Cc1ccc(O)cc1, c1ccc(P(c2ccccc2)c2ccccc2)cc1. Yields the product CCN(CC)CCCCCCOc1ccc(C=O)cc1. Reaction SMILES: [CH2:1]([CH3:2])[N:3]([CH2:4][CH2:5][CH2:6][CH2:7][CH2:8][CH2:9][OH:10])[CH2:11][CH3:12].[O:41]=[C:42]([O:43][CH2:44][CH3:45])[N:46]=[N:47][C:48]([O:49][CH2:50][CH3:51])=[O:52].[O:53]1[CH2:54][CH2:55][CH2:56][CH2:57]1.[OH:13][c:14]1[cH:15][cH:16][c:17]([CH:18]=[O:19])[cH:20][cH:21]1.[c:22]1([P:23]([c:24]2[cH:25][cH:26][cH:27][cH:28][cH:29]2)[c:30]2[cH:31][cH:32][cH:33][cH:34][cH:35]2)[cH:36][cH:37][cH:38][cH:39][cH:40]1>>[CH2:1]([CH3:2])[N:3]([CH2:4][CH2:5][CH2:6][CH2:7][CH2:8][CH2:9][O:10][c:14]1[cH:15][cH:16][c:17]([CH:18]=[O:19])[cH:20][cH:21]1)[CH2:11][CH3:12].